Task: describe an organic reaction: reactants, conditions, products, and yield. Dataset: the Open Reaction Database (ORD), a public repository of structured organic reaction records The reactants are BrC=1C(=NC=C(C1)C(NC1=CC=C(C=C1)OC(F)(F)F)=O)N1C[C@H](CC1)CNC(OC(C)(C)C)=O ((R)-tert-butyl ((1-(3-bromo-5-((4-(trifluoromethoxy)phenyl)carbamoyl)pyridin-2-yl)pyrrolidin-3-yl)methyl)carbamate), CC1=CC=C(C=N1)B(O)O ((6-methylpyridin-3-yl)boronic acid). The product is NC[C@@H]1CN(CC1)C1=NC=C(C=C1C=1C=NC(=CC1)C)C(=O)NC1=CC=C(C=C1)OC(F)(F)F ((R)-2-(3-(Aminomethyl)pyrrolidin-1-yl)-6′-methyl-N-(4-(trifluoromethoxy)phenyl)-[3,3′-bipyridine]-5-carboxamide). RXN SMILES: Br[C:2]1[C:3]([N:22]2[CH2:26][CH2:25][C@H:24]([CH2:27][NH:28]C(=O)OC(C)(C)C)[CH2:23]2)=[N:4][CH:5]=[C:6]([C:8](=[O:21])[NH:9][C:10]2[CH:15]=[CH:14][C:13]([O:16][C:17]([F:20])([F:19])[F:18])=[CH:12][CH:11]=2)[CH:7]=1.[CH3:36][C:37]1[N:42]=[CH:41][C:40](B(O)O)=[CH:39][CH:38]=1>>[NH2:28][CH2:27][C@H:24]1[CH2:25][CH2:26][N:22]([C:3]2[C:2]([C:40]3[CH:41]=[N:42][C:37]([CH3:36])=[CH:38][CH:39]=3)=[CH:7][C:6]([C:8]([NH:9][C:10]3[CH:15]=[CH:14][C:13]([O:16][C:17]([F:19])([F:20])[F:18])=[CH:12][CH:11]=3)=[O:21])=[CH:5][N:4]=2)[CH2:23]1. Reported procedure: The title compound was prepared in an analogous fashion to that described in Example 93 using (R)-tert-butyl ((1-(3-bromo-5-((4-(trifluoromethoxy)phenyl)carbamoyl)pyridin-2-yl)pyrrolidin-3-yl)methyl)carbamate (Stage 105.1) and (6-methylpyridin-3-yl)boronic acid. LC-MS (Condition 6) tR=0.81 min, m/z=472.0 [M+H]+. Reported procedure: Reductive amination of 6-(piperazin-1-yl)-3-(trifluoromethyl)-[1,2,4]triazolo[4,3-a]pyridine with 3-formylbenzonitrile was carried out according to General Synthetic Method 9. The crude product was purified by hplc using a Waters XBridge Prep C18 OBD column, 5μ silica, 30 mm diameter, 100 mm length eluted with decreasingly polar mixtures of water (containing 0.1% aqueous ammonia) and acetonitrile as eluents to give 3-[[4-[3-(trifluoromethyl)-[1,2,4]triazolo[4,3-a]pyridin-6-yl]piperazin-1-yl]meth... The reactants are N1(CCNCC1)C=1C=CC=2N(C1)C(=NN2)C(F)(F)F (6-(piperazin-1-yl)-3-(trifluoromethyl)-[1,2,4]triazolo[4,3-a]pyridine), C(=O)C=1C=C(C#N)C=CC1 (3-formylbenzonitrile). Reaction SMILES: [N:1]1([C:7]2[CH:8]=[CH:9][C:10]3[N:11]([C:13]([C:16]([F:19])([F:18])[F:17])=[N:14][N:15]=3)[CH:12]=2)[CH2:6][CH2:5][NH:4][CH2:3][CH2:2]1.[CH:20]([C:22]1[CH:23]=[C:24]([CH:27]=[CH:28][CH:29]=1)[C:25]#[N:26])=O>>[F:19][C:16]([F:18])([F:17])[C:13]1[N:11]2[CH:12]=[C:7]([N:1]3[CH2:2][CH2:3][N:4]([CH2:20][C:22]4[CH:23]=[C:24]([CH:27]=[CH:28][CH:29]=4)[C:25]#[N:26])[CH2:5][CH2:6]3)[CH:8]=[CH:9][C:10]2=[N:15][N:14]=1. Product: FC(C1=NN=C2N1C=C(C=C2)N2CCN(CC2)CC=2C=C(C#N)C=CC2)(F)F (3-[[4-[3-(trifluoromethyl)-[1,2,4]triazolo[4,3-a]pyridin-6-yl]piperazin-1-yl]methyl]benzonitrile). RXN SMILES: [CH:12]([N:13]([CH2:14][CH3:15])[CH:16]([CH3:17])[CH3:18])([CH3:19])[CH3:20].[Cl:1][c:2]1[c:3]([C:9](=[O:10])[OH:11])[c:4]([CH3:8])[n:5][n:6]1[CH3:7].[Cl:34][CH2:35][Cl:36].[ClH:21].[NH2:22][CH:23]1[CH:24]2[CH2:25][CH:26]3[CH2:27][CH:28]([CH2:29][CH:30]1[CH2:31]3)[CH2:32]2.[O:37]=[CH:38][N:39]([CH3:40])[CH3:41].[OH2:33]>>[Cl:1][c:2]1[c:3]([C:9](=[O:11])[NH:22][CH:23]2[CH:24]3[CH2:25][CH:26]4[CH2:27][CH:28]([CH2:29][CH:30]2[CH2:31]4)[CH2:32]3)[c:4]([CH3:8])[n:5][n:6]1[CH3:7]. Yields the product Cc1nn(C)c(Cl)c1C(=O)NC1C2CC3CC(C2)CC1C3. Reactants: CCN(C(C)C)C(C)C, Cc1nn(C)c(Cl)c1C(=O)O, ClCCl, Cl, NC1C2CC3CC(C2)CC1C3, CN(C)C=O, O. Run in O (water), O (water). As a reaction SMILES: O=[C:2]1[CH2:10][C@@H:9]2[C@@H:4]([CH2:5][CH:6]=[CH:7][CH2:8]2)[CH2:3]1.C(O)C.Cl.[OH:15][NH2:16].[OH-].[Na+]>O>[OH:15][N:16]=[C:2]1[CH2:10][C@@H:9]2[C@@H:4]([CH2:5][CH:6]=[CH:7][CH2:8]2)[CH2:3]1 |f:2.3,4.5|. Procedure details: To a mixed solution of 8-oxo-cis-bicyclo[4,3,0]nona-3-ene (10 g), ethyl alcohol (100 ml), water (20 ml) and hydroxyamine hydrochloride (20 g), was added sodium hydroxide (37 g) at room temperature. After being stirred for one hour, the reaction mixture was poured into water. The crystals were gathered by filtration and washed with water. After drying, there was obtained 8-hydroxyimino-cis-bicyclo[4,3,0]nona-3-ene. Reaction conditions: time 1 hour. The reactants are O=C1C[C@@H]2CC=CC[C@@H]2C1 (8-oxo-cis-bicyclo[4,3,0]nona-3-ene), C(C)O (ethyl alcohol), Cl.ON (hydroxyamine hydrochloride), [OH-].[Na+] (sodium hydroxide). Yields the product ON=C1C[C@@H]2CC=CC[C@@H]2C1 (8-hydroxyimino-cis-bicyclo[4,3,0]nona-3-ene). Starting materials: FC1=C(C=C(C(=O)Cl)C=C1)C (4-fluoro-3-methyl-benzoic acid chloride), N (ammonia). As a reaction SMILES: [F:1][C:2]1[CH:10]=[CH:9][C:5]([C:6](Cl)=[O:7])=[CH:4][C:3]=1[CH3:11].[NH3:12]>C1COCC1>[F:1][C:2]1[CH:10]=[CH:9][C:5]([C:6]([NH2:12])=[O:7])=[CH:4][C:3]=1[CH3:11]. Run in C1CCOC1 (THF). The product is FC1=C(C=C(C(=O)N)C=C1)C (4-fluoro-3-methyl-benzamide). Reported procedure: 15.70 g (91.0 mmol) 4-fluoro-3-methyl-benzoic acid chloride dissolved in 30 ml THF are added dropwise to 300 ml of conc. ammonia solution and then stirred for 2 hours at ambient temperature. The precipitate formed is filtered off, washed with water and dried. Run at time 2 hour. The reactants are [Br-].BrCCC[P+](C1=CC=CC=C1)(C1=CC=CC=C1)C1=CC=CC=C1 ((3-bromopropyl)triphenylphosphonium bromide), C(C)NCC (diethylamine). The solvent is C(C)O (ethanol). Run at time 18 hour. Product: Br.[Br-].C(C)N(CCC[P+](C1=CC=CC=C1)(C1=CC=CC=C1)C1=CC=CC=C1)CC ((3-diethylaminopropyl)triphenylphosphonium bromide hydrobromide). As a reaction SMILES: [Br-:1].[Br:2][CH2:3][CH2:4][CH2:5][P+:6]([C:19]1[CH:24]=[CH:23][CH:22]=[CH:21][CH:20]=1)([C:13]1[CH:18]=[CH:17][CH:16]=[CH:15][CH:14]=1)[C:7]1[CH:12]=[CH:11][CH:10]=[CH:9][CH:8]=1.[CH2:25]([NH:27][CH2:28][CH3:29])[CH3:26]>C(O)C>[BrH:2].[Br-:1].[CH2:25]([N:27]([CH2:28][CH3:29])[CH2:3][CH2:4][CH2:5][P+:6]([C:19]1[CH:24]=[CH:23][CH:22]=[CH:21][CH:20]=1)([C:13]1[CH:18]=[CH:17][CH:16]=[CH:15][CH:14]=1)[C:7]1[CH:12]=[CH:11][CH:10]=[CH:9][CH:8]=1)[CH3:26] |f:0.1,4.5.6|. Procedure details: Into a one-liter 3-necked flask equipped with stirrer, condenser, addition funnel, and thermometer here was charged, 200 g of the above (3-bromopropyl)triphenylphosphonium bromide, and 650 ml ethanol. There was then added dropwise, 240 ml of diethylamine at 50° C. with stirring. After 18 hours at 65° C., the solution was concentrated to an oil and the residue was redissolved in 500 ml ethanol. The solution was again concentrated to a solid. The resulting brown solid was slurried in 500 ml of hot... The reactants are C(C)(C)(C)OC(=O)N1CC(C1)OC=1C=C2N3C(C(NN=C3COC2=CC1)=O)C (3-(4-methyl-3-oxo-2,3,4,10-tetrahydro-9-oxa-1,2,4a-triaza-phenanthren-6-yloxy)-azetidine-1-carboxylic acid tert-butyl ester), [Br-].[Br-].[Br-].C(CCC)[N+](CCCC)(CCCC)CCCC.C(CCC)[N+](CCCC)(CCCC)CCCC.C(CCC)[N+](CCCC)(CCCC)CCCC (tetrabutylammonium tribromide). Run in C(Cl)Cl (DCM), CO (MeOH). Conditions: time 2 hour. Product: C(C)(C)(C)OC(=O)N1CC(C1)OC=1C=C2N3C(C(NN=C3COC2=CC1Br)=O)C (3-(7-bromo-4-methyl-3-oxo-2,3,4,10-tetrahydro-9-oxa-1,2,4a-triaza-phenanthren-6-yloxy)-azetidine-1-carboxylic acid tert-butyl ester). Isolated yield 94.8%. Reaction SMILES: [C:1]([O:5][C:6]([N:8]1[CH2:11][CH:10]([O:12][C:13]2[CH:14]=[C:15]3[C:24](=[CH:25][CH:26]=2)[O:23][CH2:22][C:21]2[N:16]3[CH:17]([CH3:28])[C:18](=[O:27])[NH:19][N:20]=2)[CH2:9]1)=[O:7])([CH3:4])([CH3:3])[CH3:2].[Br-:29].[Br-].[Br-].C([N+](CCCC)(CCCC)CCCC)CCC.C([N+](CCCC)(CCCC)CCCC)CCC.C([N+](CCCC)(CCCC)CCCC)CCC>C(Cl)Cl.CO>[C:1]([O:5][C:6]([N:8]1[CH2:11][CH:10]([O:12][C:13]2[CH:14]=[C:15]3[C:24](=[CH:25][C:26]=2[Br:29])[O:23][CH2:22][C:21]2[N:16]3[CH:17]([CH3:28])[C:18](=[O:27])[NH:19][N:20]=2)[CH2:9]1)=[O:7])([CH3:4])([CH3:2])[CH3:3] |f:1.2.3.4.5.6|. Procedure: To a solution of 3-(4-methyl-3-oxo-2,3,4,10-tetrahydro-9-oxa-1,2,4a-triaza-phenanthren-6-yloxy)-azetidine-1-carboxylic acid tert-butyl ester (0.234 g, 0.603 mmol) in DCM (4 mL) and MeOH (2 mL) was added tetrabutylammonium tribromide (0.291 g, 0.603 mmol) and the mixture was stirred at ambient temperature for 2 h. The solvent was removed in vacuo and the residue was purified by column chromatography on silica gel (eluting with 30% EtOAc in petroleum ether) to give 3-(7-bromo-4-methyl-3-oxo-2,3,4,...